describe an organic reaction: reactants, conditions, products, and yield From a dataset of the Open Reaction Database (ORD), a public repository of structured organic reaction records. Reactants: C1(=CC=CC=C1)P(C1=CC=CC=C1)=O (diphenylphosphine oxide), [Cl-].[Al+3].[Cl-].[Cl-] (aluminum chloride). Reaction conditions: temperature 157 celsius. Product: C1(=CC=CC=C1)PC1=CC=CC=C1 (diphenylphosphine). Isolated yield 45.1%. Reaction SMILES: [C:1]1([PH:7](=O)[C:8]2[CH:13]=[CH:12][CH:11]=[CH:10][CH:9]=2)[CH:6]=[CH:5][CH:4]=[CH:3][CH:2]=1.[Cl-].[Al+3].[Cl-].[Cl-]>>[C:8]1([PH:7][C:1]2[CH:2]=[CH:3][CH:4]=[CH:5][CH:6]=2)[CH:9]=[CH:10][CH:11]=[CH:12][CH:13]=1 |f:1.2.3.4|. Reported procedure: 101 g (0.5 mol) of diphenylphosphine oxide and 0.5 g of aluminum chloride are mixed and heated to 157° C., the pressure being reduced simultaneously (12 mbar). Diphenylphosphine distills off through a descending condenser at a transition temperature of 144° C. The internal temperature is finally raised to 183° C. 42 g of diphenylphosphine are obtained with a purity of 99% according to 31P NMR. That corresponds to a yield of 90% of theory. Starting materials: ClCCOC1=NNC2=NC=NC(=C21)NC2=CC(=C(C=C2)OCC2=NC=CC=C2)Cl (3-(2-chloroethoxy)-N-[3-chloro-4-(pyridin-2-ylmethoxy)phenyl]-1H-pyrazolo[3,4-d]pyrimidin-4-amine), COC1CCNCC1 (4-methoxypiperidine). Product: ClC=1C=C(C=CC1OCC1=NC=CC=C1)NC1=C2C(=NC=N1)NN=C2OCCN2CCC(CC2)OC (N-[3-chloro-4-(pyridin-2-ylmethoxy)phenyl]-3-[2-(4-methoxypiperidin-1-yl)ethoxy]-1H-pyrazolo[3,4-d]pyrimidin-4-amine). Yield: 35.0%. RXN SMILES: Cl[CH2:2][CH2:3][O:4][C:5]1[C:13]2[C:8](=[N:9][CH:10]=[N:11][C:12]=2[NH:14][C:15]2[CH:20]=[CH:19][C:18]([O:21][CH2:22][C:23]3[CH:28]=[CH:27][CH:26]=[CH:25][N:24]=3)=[C:17]([Cl:29])[CH:16]=2)[NH:7][N:6]=1.[CH3:30][O:31][CH:32]1[CH2:37][CH2:36][NH:35][CH2:34][CH2:33]1>>[Cl:29][C:17]1[CH:16]=[C:15]([NH:14][C:12]2[N:11]=[CH:10][N:9]=[C:8]3[NH:7][N:6]=[C:5]([O:4][CH2:3][CH2:2][N:35]4[CH2:36][CH2:37][CH:32]([O:31][CH3:30])[CH2:33][CH2:34]4)[C:13]=23)[CH:20]=[CH:19][C:18]=1[O:21][CH2:22][C:23]1[CH:28]=[CH:27][CH:26]=[CH:25][N:24]=1. Procedure details: The procedure described in Example 23 was repeated using 3-(2-chloroethoxy)-N-[3-chloro-4-(pyridin-2-ylmethoxy)phenyl]-1H-pyrazolo[3,4-d]pyrimidin-4-amine (prepared as described in Example 13) and 4-methoxypiperidine (prepared as described in Example 118, starting material) to give the title compound in 35% yield; NMR Spectrum: 1.35-1.42 (m, 2H), 1.78-1.80 (m, 2H), 2.18-2.22 (m, 2H), 2.77-2.79 (m, 4H), 3.11-3.16 (m, 1H), 3.20 (s, 3H), 4.40 (t, 2H), 5.29 (s, 2H), 7.24 (d, 1H), 7.36-7.38 (m, 1H), ...